This data is from the Open Reaction Database (ORD), a public repository of structured organic reaction records. The task is: describe an organic reaction: reactants, conditions, products, and yield The reactants are O=C([O-])[O-], CCCC1CCC(c2cc(F)cc(Cl)c2)CC1, CCCC1CCC(c2cc(F)c(I)c(Cl)c2)CC1, CCO, COB(OC)OC, Cl, Fc1ccc(Br)cc1F, [K+], [K+], O, OB(O)c1ccc(F)c(F)c1, Cc1ccccc1. The product is CCCC1CCC(c2cc(F)c(-c3ccc(F)c(F)c3)c(Cl)c2)CC1. As a reaction SMILES: [C:64](=[O:65])([O-:66])[O-:67].[CH2:19]([CH:20]1[CH2:21][CH2:22][CH:23]([c:24]2[cH:25][c:26]([F:27])[cH:28][c:29]([Cl:30])[cH:31]2)[CH2:32][CH2:33]1)[CH2:34][CH3:35].[CH2:1]([CH2:2][CH3:3])[CH:4]1[CH2:5][CH2:6][CH:7]([c:10]2[cH:11][c:12]([Cl:18])[c:13]([I:17])[c:14]([F:16])[cH:15]2)[CH2:8][CH2:9]1.[CH2:71]([OH:72])[CH3:73].[CH3:56][O:57][B:58]([O:59][CH3:60])[O:61][CH3:62].[ClH:63].[F:47][c:48]1[cH:49][c:50]([Br:51])[cH:52][cH:53][c:54]1[F:55].[K+:68].[K+:69].[OH2:70].[OH:36][B:37]([c:38]1[cH:39][c:40]([F:45])[c:41]([F:44])[cH:42][cH:43]1)[OH:46].[c:74]1([CH3:75])[cH:76][cH:77][cH:78][cH:79][cH:80]1>>[CH2:1]([CH2:2][CH3:3])[CH:4]1[CH2:5][CH2:6][CH:7]([c:10]2[cH:11][c:12]([Cl:18])[c:13](-[c:38]3[cH:39][c:40]([F:45])[c:41]([F:44])[cH:42][cH:43]3)[c:14]([F:16])[cH:15]2)[CH2:8][CH2:9]1. Isolated yield 15.4%. Yields the product NCCN1N=C(C(=C1)NC(=O)C=1C=NN2C1N=CC=C2)C2=C(C=CC(=C2)Cl)OC (N-(1-(2-aminoethyl)-3-(5-chloro-2-methoxyphenyl)-1H-pyrazol-4-yl)pyrazolo[1,5-a]pyrimidine-3-carboxamide). Solvent: C(C)O (ethanol). RXN SMILES: [Cl:1][C:2]1[CH:3]=[CH:4][C:5]([O:38][CH3:39])=[C:6]([C:8]2[C:12]([NH:13][C:14]([C:16]3[CH:17]=[N:18][N:19]4[CH:24]=[CH:23][CH:22]=[N:21][C:20]=34)=[O:15])=[CH:11][N:10]([CH2:25][CH2:26][N:27]3C(=O)C4C(=CC=CC=4)C3=O)[N:9]=2)[CH:7]=1.NN>C(O)C>[NH2:27][CH2:26][CH2:25][N:10]1[CH:11]=[C:12]([NH:13][C:14]([C:16]2[CH:17]=[N:18][N:19]3[CH:24]=[CH:23][CH:22]=[N:21][C:20]=23)=[O:15])[C:8]([C:6]2[CH:7]=[C:2]([Cl:1])[CH:3]=[CH:4][C:5]=2[O:38][CH3:39])=[N:9]1. Starting materials: ClC=1C=CC(=C(C1)C1=NN(C=C1NC(=O)C=1C=NN2C1N=CC=C2)CCN2C(C1=CC=CC=C1C2=O)=O)OC (N-(3-(5-chloro-2-methoxyphenyl)-1-(2-(1,3-dioxoisoindolin-2-yl)ethyl)-1H-pyrazol-4-yl)pyrazolo[1,5-a]pyrimidine-3-carboxamide), NN (hydrazine). Conditions: time 18 hour. Procedure: To a solution of N-(3-(5-chloro-2-methoxyphenyl)-1-(2-(1,3-dioxoisoindolin-2-yl)ethyl)-1H-pyrazol-4-yl)pyrazolo[1,5-a]pyrimidine-3-carboxamide (prepared following the synthetic procedures described for Example 14) (104.1 mg, 0.192 mmol) in 8 mL ethanol was added hydrazine (78 μL, 2.5 mmol). The reaction mixture was stirred at room temperature for 18 hours, and then concentrated. The crude product was purified by reverse phase HPLC and lyophilized to give 17.7 mg (15.4%) of N-(1-(2-aminoethyl)-3-... RXN SMILES: [CH2:57]1[O:58][CH2:59][CH2:60][CH2:61]1.[CH3:24][Si:25]([CH3:26])([CH3:27])[NH:28][Si:29]([CH3:30])([CH3:31])[CH3:32].[Cl:34][c:35]1[cH:36][c:37](-[c:42]2[cH:43][c:44]([CH2:55][I:56])[n:45][n:46]2-[c:47]2[cH:48][cH:49][c:50]([O:53][CH3:54])[cH:51][cH:52]2)[cH:38][cH:39][c:40]1[Cl:41].[Na:33].[c:1]1([CH3:23])[cH:2][c:3]([CH2:7][C:8](=[O:9])[N:10]2[C:11](=[O:22])[O:12][CH:13]3[CH:14]2[c:15]2[cH:16][cH:17][cH:18][cH:19][c:20]2[CH2:21]3)[cH:4][cH:5][cH:6]1>>[c:1]1([CH3:23])[cH:2][c:3]([CH:7]([C:8](=[O:9])[N:10]2[C:11](=[O:22])[O:12][CH:13]3[CH:14]2[c:15]2[cH:16][cH:17][cH:18][cH:19][c:20]2[CH2:21]3)[CH2:55][c:44]2[cH:43][c:42](-[c:37]3[cH:36][c:35]([Cl:34])[c:40]([Cl:41])[cH:39][cH:38]3)[n:46](-[c:47]3[cH:48][cH:49][c:50]([O:53][CH3:54])[cH:51][cH:52]3)[n:45]2)[cH:4][cH:5][cH:6]1. The reactants are C1CCOC1, C[Si](C)(C)N[Si](C)(C)C, COc1ccc(-n2nc(CI)cc2-c2ccc(Cl)c(Cl)c2)cc1, [Na], Cc1cccc(CC(=O)N2C(=O)OC3Cc4ccccc4C32)c1. The product is COc1ccc(-n2nc(CC(C(=O)N3C(=O)OC4Cc5ccccc5C43)c3cccc(C)c3)cc2-c2ccc(Cl)c(Cl)c2)cc1. The reactants are C1CCOC1, COc1cc(C=O)ccc1OCCN(C)C. The product is COc1cc(CO)ccc1OCCN(C)C. As a reaction SMILES: [CH2:17]1[O:18][CH2:19][CH2:20][CH2:21]1.[CH3:1][N:2]([CH2:3][CH2:4][O:5][c:6]1[c:7]([O:14][CH3:15])[cH:8][c:9]([CH:10]=[O:11])[cH:12][cH:13]1)[CH3:16]>>[CH3:1][N:2]([CH2:3][CH2:4][O:5][c:6]1[c:7]([O:14][CH3:15])[cH:8][c:9]([CH2:10][OH:11])[cH:12][cH:13]1)[CH3:16].